This data is from the Open Reaction Database (ORD), a public repository of structured organic reaction records. The task is: describe an organic reaction: reactants, conditions, products, and yield The reactants are COC=1C=C(C=O)C=C(C1)OC (3,5-dimethoxybenzaldehyde), C(CC(=O)O)(=O)O (malonic acid), N1CCCCC1 (piperidine), Cl (HCl). Solvent: N1=CC=CC=C1 (pyridine). Reaction conditions: temperature 100 celsius. Product: COC=1C=C(C=C(C1)OC)C=CC(=O)O (3-(3,5-Dimethoxyphenyl)-2-propenoic acid). The yield is 70.7%. Reaction SMILES: [CH3:1][O:2][C:3]1[CH:4]=[C:5]([CH:8]=[C:9]([O:11][CH3:12])[CH:10]=1)[CH:6]=O.C(O)(=O)[CH2:14][C:15]([OH:17])=[O:16].N1CCCCC1.Cl>N1C=CC=CC=1>[CH3:1][O:2][C:3]1[CH:4]=[C:5]([CH:6]=[CH:14][C:15]([OH:17])=[O:16])[CH:8]=[C:9]([O:11][CH3:12])[CH:10]=1. Procedure: To a solution of 3,5-dimethoxybenzaldehyde (12.5 g) in pyridine (20 ml) was added malonic acid (8.61 g) and piperidine (1 ml). The resulting solution was heated at 100° C. for 16 hours, cooled to room temperature, poured onto ice and acidified using conc. HCl. The resulting precipitate was collected, extracted into sodium bicarbonate solution and washed with isohexane. The aqueous phase was acidified using conc. HCl to yield a white precipitate which was filtered off, washed with water and dried... Starting materials: C(C)(=O)OCC(COC(C)=O)(CCOC(C)=O)CCC1(CCCCC1)CCO[Si](C1=CC=CC=C1)(C1=CC=CC=C1)C(C)(C)C (2-(acetoxymethyl)-2-[2-[1-[2-(tert-butyldiphenylsiloxy)ethyl]cyclohexyl]ethyl]-1,4-diacetoxybutane), Cl (hydrochloric acid), O (water). The solvent is CO (methanol), O1CCCC1 (tetrahydrofuran). Reaction conditions: time 5.5 hour. Product: C(C)(=O)OCC(COC(C)=O)(CCOC(C)=O)CCC1(CCCCC1)CCO (2-(Acetoxymethyl)-2-[2-[1-(2-hydroxyethyl)cyclohexyl]ethyl]-1,4-diacetoxybutane). Yield: 51.6%. Reaction SMILES: [C:1]([O:4][CH2:5][C:6]([CH2:18][CH2:19][C:20]1([CH2:26][CH2:27][O:28][Si](C(C)(C)C)(C2C=CC=CC=2)C2C=CC=CC=2)[CH2:25][CH2:24][CH2:23][CH2:22][CH2:21]1)([CH2:12][CH2:13][O:14][C:15](=[O:17])[CH3:16])[CH2:7][O:8][C:9](=[O:11])[CH3:10])(=[O:3])[CH3:2].Cl.O>CO.O1CCCC1>[C:9]([O:8][CH2:7][C:6]([CH2:18][CH2:19][C:20]1([CH2:26][CH2:27][OH:28])[CH2:25][CH2:24][CH2:23][CH2:22][CH2:21]1)([CH2:12][CH2:13][O:14][C:15](=[O:17])[CH3:16])[CH2:5][O:4][C:1](=[O:3])[CH3:2])(=[O:11])[CH3:10]. Reported procedure: To a solution of 2-(acetoxymethyl)-2-[2-[1-[2-(tert-butyldiphenylsiloxy)ethyl]cyclohexyl]ethyl]-1,4-diacetoxybutane (340 mg) in methanol (5 mL) and tetrahydrofuran (3 mL) was added 3N hydrochloric acid (2.0 mL) at room temperature. After stirring the solution at room temperature for 5.5 hours, water was added thereto. The solution was concentrated under reduced pressure to distill off methanol and tetrahydrofuran, and it was extracted with ethyl acetate. The organic layer was washed in turn with... Starting materials: B (borane), C(C)(C)(C)OC(=O)N1CCN(CC1)C1=C2C=CN=CC2=CC=C1 (4-Isoquinoline-5-yl-piperazine-1-carboxylic acid tert-butyl ester), O (water). The solvent is O1CCCC1 (THF), O1CCCC1 (tetrahydrofuran). The product is C(C)(C)(C)OC(=O)N1CCN(CC1)C1=C2CCNCC2=CC=C1 (4-(1,2,3,4-tetrahydroisoquinolin-5-yl)-piperazine-1-carboxylic acid tert-butyl ester). Yield: 44.0%. As a reaction SMILES: [C:1]([O:5][C:6]([N:8]1[CH2:13][CH2:12][N:11]([C:14]2[CH:23]=[CH:22][CH:21]=[C:20]3[C:15]=2[CH:16]=[CH:17][N:18]=[CH:19]3)[CH2:10][CH2:9]1)=[O:7])([CH3:4])([CH3:3])[CH3:2].B.O>O1CCCC1>[C:1]([O:5][C:6]([N:8]1[CH2:13][CH2:12][N:11]([C:14]2[CH:23]=[CH:22][CH:21]=[C:20]3[C:15]=2[CH2:16][CH2:17][NH:18][CH2:19]3)[CH2:10][CH2:9]1)=[O:7])([CH3:4])([CH3:2])[CH3:3]. Procedure details: 4-Isoquinoline-5-yl-piperazine-1-carboxylic acid tert-butyl ester (1.5 g) from Step 2 was dissolved in 5 mL of tetrahydrofuran (THF), and excess borane (BH3) in THF was added thereto. The mixture was brought to reflux for 1 hour, and allowed to cool to room temperature. The mixture was then further cooled in an ice bath, and water was carefully added to the reaction mix to consume excess borane. The reaction mix was then diluted with EtOAc, washed with saturated aqueous sodium bicarbonate (NaHCO... Starting materials: FC(C(=O)O)(F)F.FC(C(=O)O)(F)F.ClC=1C=NC=2NC=3C=CC=C(CCC4=C(C=CC(NC1N2)=C4)NC(CC4CCNCC4)=O)C3 (N-[6-chloro-2,4,8,22-tetraazatetracyclo[14.3.1.1(3,7).1(9,13)]docosa-1(20),3(22),4,6,9(21),10,12,16,18-nonaen-12-yl]-2-piperidin-4-ylacetamide bis(trifluoroacetate)), CC(C)S(=O)(=O)Cl (propane-2-sulfonyl chloride). Product: FC(C(=O)O)(F)F.ClC=1C=NC=2NC=3C=CC=C(CCC4=C(C=CC(NC1N2)=C4)NC(CC4CCN(CC4)S(=O)(=O)C(C)C)=O)C3 (N-[6-Chloro-2,4,8,22-tetraazatetracyclo[14.3.1.1(3,7).1(9,13)]docosa-1(20),3(22),4,6,9(21),10,12,16,18-nonaen-12-yl]-2-[1-(isopropylsulfonyl)piperidin-4-yl]acetamide trifluoroacetate). Yield: 27.0%. RXN SMILES: [F:1][C:2]([F:7])([F:6])[C:3]([OH:5])=[O:4].FC(F)(F)C(O)=O.[Cl:15][C:16]1[CH:17]=[N:18][C:19]2[NH:20][C:21]3[CH:22]=[CH:23][CH:24]=[C:25]([CH:47]=3)[CH2:26][CH2:27][C:28]3[CH:36]=[C:32]([NH:33][C:34]=1[N:35]=2)[CH:31]=[CH:30][C:29]=3[NH:37][C:38](=[O:46])[CH2:39][CH:40]1[CH2:45][CH2:44][NH:43][CH2:42][CH2:41]1.[CH3:48][CH:49]([S:51](Cl)(=[O:53])=[O:52])[CH3:50]>>[F:1][C:2]([F:7])([F:6])[C:3]([OH:5])=[O:4].[Cl:15][C:16]1[CH:17]=[N:18][C:19]2[NH:20][C:21]3[CH:22]=[CH:23][CH:24]=[C:25]([CH:47]=3)[CH2:26][CH2:27][C:28]3[CH:36]=[C:32]([NH:33][C:34]=1[N:35]=2)[CH:31]=[CH:30][C:29]=3[NH:37][C:38](=[O:46])[CH2:39][CH:40]1[CH2:45][CH2:44][N:43]([S:51]([CH:49]([CH3:50])[CH3:48])(=[O:53])=[O:52])[CH2:42][CH2:41]1 |f:0.1.2,4.5|. Procedure: The desired compound was prepared according to the procedure of Example A42, using N-[6-chloro-2,4,8,22-tetraazatetracyclo[14.3.1.1(3,7).1(9,13)]docosa-1(20),3(22),4,6,9(21),10,12,16,18-nonaen-12-yl]-2-piperidin-4-ylacetamide bis(trifluoroacetate) and propane-2-sulfonyl chloride as starting materials in 27% yield. LCMS for C28H34ClN6O3S (M+H)+: m/z=569.2. The reactants are ClC1=CC=C(S1)C1=CC(=NO1)CN1C(=NC2=C1C=CC=C2C(=O)O)C(NC2CCN(CC2)C(C)C)=O (1-[5-(5-chloro-thiophen-2-yl)-isoxazol-3-ylmethyl]-2-(1-isopropyl-piperidin-4-ylcarbamoyl)-1H-benzoimidazole-4-carboxylic acid), N1CCC(CC1)O (piperidin-4-ol). Yields the product C(C)(C)N1CCC(CC1)NC(=O)C1=NC2=C(N1CC1=NOC(=C1)C=1SC(=CC1)Cl)C=CC=C2C(=O)N2CCC(CC2)O (1-[5-(5-Chloro-thiophen-2-yl)-isoxazol-3-ylmethyl]-4-(4-hydroxy-piperidine-1-carbonyl)-1H-benzoimidazole-2-carboxylic acid (1-isopropyl-piperidin-4-yl)-amide). As a reaction SMILES: [Cl:1][C:2]1[S:6][C:5]([C:7]2[O:11][N:10]=[C:9]([CH2:12][N:13]3[C:17]4[CH:18]=[CH:19][CH:20]=[C:21]([C:22](O)=[O:23])[C:16]=4[N:15]=[C:14]3[C:25](=[O:36])[NH:26][CH:27]3[CH2:32][CH2:31][N:30]([CH:33]([CH3:35])[CH3:34])[CH2:29][CH2:28]3)[CH:8]=2)=[CH:4][CH:3]=1.[NH:37]1[CH2:42][CH2:41][CH:40]([OH:43])[CH2:39][CH2:38]1>>[CH:33]([N:30]1[CH2:31][CH2:32][CH:27]([NH:26][C:25]([C:14]2[N:13]([CH2:12][C:9]3[CH:8]=[C:7]([C:5]4[S:6][C:2]([Cl:1])=[CH:3][CH:4]=4)[O:11][N:10]=3)[C:17]3[CH:18]=[CH:19][CH:20]=[C:21]([C:22]([N:37]4[CH2:42][CH2:41][CH:40]([OH:43])[CH2:39][CH2:38]4)=[O:23])[C:16]=3[N:15]=2)=[O:36])[CH2:28][CH2:29]1)([CH3:35])[CH3:34]. Reported procedure: 1-[5-(5-Chloro-thiophen-2-yl)-isoxazol-3-ylmethyl]-4-(4-hydroxy-piperidine-1-carbonyl)-1H-benzoimidazole-2-carboxylic acid (1-isopropyl-piperidin-4-yl)-amide was prepared by a procedure according to example 22 starting from 670 mg (1.10 mmol) 1-[5-(5-chloro-thiophen-2-yl)-isoxazol-3-ylmethyl]-2-(1-isopropyl-piperidin-4-ylcarbamoyl)-1H-benzoimidazole-4-carboxylic acid and 124.0 mg (1.21 mmol) piperidin-4-ol. The title compound was obtained as its formiate. Subsequent transformation to the corresp...